From a dataset of the Open Reaction Database (ORD), a public repository of structured organic reaction records. describe an organic reaction: reactants, conditions, products, and yield Reactants: ClC=1C(=C(C2=C(C(CO2)=O)C1)CN1CCN(CC1)C(=O)OC(C)(C)C)O (tert-butyl 4-[(5-chloro-6-hydroxy-3-oxo-2,3-dihydrobenzofuran-7-yl)methyl]piperazine-1-carboxylate), FC=1C=C2C(=NNC2=CC1)C=O (5-fluoro-1H-indazole-3-carbaldehyde), N1CCCCC1 (piperidine). The solvent is CO (methanol), CO (methanol), CO (methanol). Run at temperature 60 celsius, time 1 hour. Yields the product ClC=1C(=C(C2=C(C(/C(/O2)=C/C2=NNC3=CC=C(C=C23)F)=O)C1)CN1CCN(CC1)C(=O)OC(C)(C)C)O (tert-butyl (Z)-4-({5-chloro-2-[(5-fluoro-1H-indazol-3-yl)methylene]-6-hydroxy-3-oxo-2,3-dihydrobenzofuran-7-yl}methyl)piperazine-1-carboxylate). Yield: 36.2%. As a reaction SMILES: [Cl:1][C:2]1[C:3]([OH:26])=[C:4]([CH2:12][N:13]2[CH2:18][CH2:17][N:16]([C:19]([O:21][C:22]([CH3:25])([CH3:24])[CH3:23])=[O:20])[CH2:15][CH2:14]2)[C:5]2[O:9][CH2:8][C:7](=[O:10])[C:6]=2[CH:11]=1.[F:27][C:28]1[CH:29]=[C:30]2[C:34](=[CH:35][CH:36]=1)[NH:33][N:32]=[C:31]2[CH:37]=O.N1CCCCC1>CO>[Cl:1][C:2]1[C:3]([OH:26])=[C:4]([CH2:12][N:13]2[CH2:18][CH2:17][N:16]([C:19]([O:21][C:22]([CH3:23])([CH3:25])[CH3:24])=[O:20])[CH2:15][CH2:14]2)[C:5]2[O:9]/[C:8](=[CH:37]\[C:31]3[C:30]4[C:34](=[CH:35][CH:36]=[C:28]([F:27])[CH:29]=4)[NH:33][N:32]=3)/[C:7](=[O:10])[C:6]=2[CH:11]=1. Reported procedure: A solution of tert-butyl 4-[(5-chloro-6-hydroxy-3-oxo-2,3-dihydrobenzofuran-7-yl)methyl]piperazine-1-carboxylate (0.100 g, 0.261 mmol) synthesized in Example B13, Step 2 in methanol (1 mL) was added with 5-fluoro-1H-indazole-3-carbaldehyde (0.0428 g, 0.261 mmol) synthesized in Example B8, Step 3, and piperidine (0.00222 g, 0.0261 mmol) at room temperature, and the mixture was stirred at 60° C. for 1 hour. The reaction mixture was cooled to room temperature, then added with methanol (4 mL), and s... Reactants: CC(C)Oc1ccc(S(C)(=O)=O)cc1C(=O)O, Cl, FC(F)(F)c1cnc(N2CCNCC2)s1. Yields the product CC(C)Oc1ccc(S(C)(=O)=O)cc1C(=O)N1CCN(c2ncc(C(F)(F)F)s2)CC1. RXN SMILES: [CH:1]([CH3:2])([CH3:3])[O:4][c:5]1[c:6]([C:7](=[O:8])[OH:9])[cH:10][c:11]([S:14](=[O:15])(=[O:16])[CH3:17])[cH:12][cH:13]1.[ClH:18].[F:19][C:20]([c:21]1[cH:22][n:23][c:24]([N:26]2[CH2:27][CH2:28][NH:29][CH2:30][CH2:31]2)[s:25]1)([F:32])[F:33]>>[CH:1]([CH3:2])([CH3:3])[O:4][c:5]1[c:6]([C:7](=[O:9])[N:29]2[CH2:28][CH2:27][N:26]([c:24]3[n:23][cH:22][c:21]([C:20]([F:19])([F:32])[F:33])[s:25]3)[CH2:31][CH2:30]2)[cH:10][c:11]([S:14](=[O:15])(=[O:16])[CH3:17])[cH:12][cH:13]1. Starting materials: C(CCCCC)OC1=C(C=C(C=C1)B(O)O)F (4-n-Hexyloxy-3-fluorophenylboronic acid), BrC1=CC=C(C=C1)C1=C(C=C(C=C1)CCCCC)F (4'-bromo-2-fluoro-4-n-pentylbiphenyl), C(CCCCC)OC1(CC(=C(C=C1F)C1=CC=CC=C1)F)C1=CC=C(C=C1)CCCCC (4'-n-Hexyloxy-4"-n-pentyl-2',5'-difluoro-p-terphenyl). The product is C(CCCCC)OC1=C(C=C(C=C1)C1=CC=C(C=C1)C1=C(C=C(C=C1)CCCCC)F)F (4-n-hexyloxy-4"-n-pentyl-3,2"-difluoro-p-terphenyl). As a reaction SMILES: [CH2:1]([O:7][C:8]1[CH:13]=[CH:12][C:11](B(O)O)=[CH:10][C:9]=1[F:17])[CH2:2][CH2:3][CH2:4][CH2:5][CH3:6].Br[C:19]1[CH:24]=[CH:23][C:22]([C:25]2[CH:30]=[CH:29][C:28]([CH2:31][CH2:32][CH2:33][CH2:34][CH3:35])=[CH:27][C:26]=2[F:36])=[CH:21][CH:20]=1.C(OC1(C2C=CC(CCCCC)=CC=2)C(F)=CC(C2C=CC=CC=2)=C(F)C1)CCCCC>>[CH2:1]([O:7][C:8]1[CH:13]=[CH:12][C:11]([C:19]2[CH:20]=[CH:21][C:22]([C:25]3[CH:30]=[CH:29][C:28]([CH2:31][CH2:32][CH2:33][CH2:34][CH3:35])=[CH:27][C:26]=3[F:36])=[CH:23][CH:24]=2)=[CH:10][C:9]=1[F:17])[CH2:2][CH2:3][CH2:4][CH2:5][CH3:6]. Procedure: 4-n-Hexyloxy-3-fluorophenylboronic acid is coupled with 4'-bromo-2-fluoro-4-n-pentylbiphenyl in an analogous manner as described for 1G. Starting materials: CC(C)(C)O, CS(N)(=O)=O, [Na+], [Na+], O, O=S([O-])[O-], C1=C(c2nc(-c3ccccc3)c(-c3ccccc3)o2)CCCC1. The product is OC1CCCCC1(O)c1nc(-c2ccccc2)c(-c2ccccc2)o1. RXN SMILES: [C:36]([OH:37])([CH3:38])([CH3:39])[CH3:40].[CH3:1][S:2]([NH2:3])(=[O:4])=[O:5].[Na+:33].[Na+:34].[OH2:35].[S:29](=[O:30])([O-:31])[O-:32].[c:6]1(-[c:12]2[n:13][c:14]([C:23]3=[CH:24][CH2:25][CH2:26][CH2:27][CH2:28]3)[o:15][c:16]2-[c:17]2[cH:18][cH:19][cH:20][cH:21][cH:22]2)[cH:7][cH:8][cH:9][cH:10][cH:11]1>>[c:6]1(-[c:12]2[n:13][c:14]([C:23]3([OH:35])[CH:24]([OH:30])[CH2:25][CH2:26][CH2:27][CH2:28]3)[o:15][c:16]2-[c:17]2[cH:18][cH:19][cH:20][cH:21][cH:22]2)[cH:7][cH:8][cH:9][cH:10][cH:11]1. The product is c1ccc(C2COc3cccc4c5c(OCCN6CCNCC6)cccc5n2c34)cc1. The reactants are ClCCl, O=C(O)C(F)(F)F, CC(C)(C)OC(=O)N1CCN(CCOc2cccc3c2c2cccc4c2n3C(c2ccccc2)CO4)CC1. RXN SMILES: [Cl:46][CH2:47][Cl:48].[OH:39][C:40]([C:41]([F:42])([F:43])[F:44])=[O:45].[c:1]1([CH:7]2[CH2:8][O:9][c:10]3[cH:11][cH:12][cH:13][c:14]4[c:15]5[c:16]([O:23][CH2:24][CH2:25][N:26]6[CH2:27][CH2:28][N:29]([C:32]([O:33][C:34]([CH3:35])([CH3:36])[CH3:37])=[O:38])[CH2:30][CH2:31]6)[cH:17][cH:18][cH:19][c:20]5[n:21]2[c:22]34)[cH:2][cH:3][cH:4][cH:5][cH:6]1>>[c:1]1([CH:7]2[CH2:8][O:9][c:10]3[cH:11][cH:12][cH:13][c:14]4[c:15]5[c:16]([O:23][CH2:24][CH2:25][N:26]6[CH2:27][CH2:28][NH:29][CH2:30][CH2:31]6)[cH:17][cH:18][cH:19][c:20]5[n:21]2[c:22]34)[cH:2][cH:3][cH:4][cH:5][cH:6]1. The reactants are CC(=O)O[BH-](OC(C)=O)OC(C)=O, C=O, CCC1CN(Cc2ccccc2)C(C)CN1, ClCCl, [Na+]. Yields the product CCC1CN(Cc2ccccc2)C(C)CN1C. As a reaction SMILES: [C:19]([O:20][BH-:21]([O:22][C:23](=[O:24])[CH3:25])[O:26][C:27](=[O:28])[CH3:29])(=[O:30])[CH3:31].[CH2:17]=[O:18].[CH2:1]([CH3:2])[CH:3]1[NH:4][CH2:5][CH:6]([CH3:16])[N:7]([CH2:9][c:10]2[cH:11][cH:12][cH:13][cH:14][cH:15]2)[CH2:8]1.[Cl:33][CH2:34][Cl:35].[Na+:32]>>[CH2:1]([CH3:2])[CH:3]1[N:4]([CH3:19])[CH2:5][CH:6]([CH3:16])[N:7]([CH2:9][c:10]2[cH:11][cH:12][cH:13][cH:14][cH:15]2)[CH2:8]1.